From a dataset of the Open Reaction Database (ORD), a public repository of structured organic reaction records. describe an organic reaction: reactants, conditions, products, and yield Starting materials: CC(C)(C)O, CC(C)(C)[O-], Cc1cccc(C2CC2)c1O, Clc1ccccc1Cl, [K+], Oc1cc(Cl)nnc1Cl. Yields the product Cc1cccc(C2CC2)c1Oc1nnc(Cl)cc1O. RXN SMILES: [C:35]([OH:36])([CH3:37])([CH3:38])[CH3:39].[CH3:20][C:21]([CH3:22])([O-:23])[CH3:24].[CH:1]1([c:4]2[c:5]([OH:11])[c:6]([CH3:10])[cH:7][cH:8][cH:9]2)[CH2:2][CH2:3]1.[Cl:12][c:13]1[c:14]([Cl:15])[cH:16][cH:17][cH:18][cH:19]1.[K+:25].[OH:26][c:27]1[c:28]([Cl:34])[n:29][n:30][c:31]([Cl:33])[cH:32]1>>[CH:1]1([c:4]2[c:5]([O:11][c:28]3[c:27]([OH:26])[cH:32][c:31]([Cl:33])[n:30][n:29]3)[c:6]([CH3:10])[cH:7][cH:8][cH:9]2)[CH2:2][CH2:3]1. Reactants: ClC=1C=C2C(NC(O2)=S)=C(C1)C(=O)OC (methyl 6-chloro-2-thioxo-2,3-dihydrobenzoxazole-4-carboxylate), O=P(Cl)(Cl)Cl (POCl3), P(Cl)(Cl)(Cl)(Cl)Cl (PCl5). Reaction conditions: temperature 125 celsius. The product is ClC=1OC=2C(N1)=C(C=C(C2)Cl)C(=O)OC (methyl 2,6-dichlorobenzoxazole-4-carboxylate). Isolated yield 99.1%. RXN SMILES: [Cl:1][C:2]1[CH:3]=[C:4]2[O:8][C:7](=S)[NH:6][C:5]2=[C:10]([C:12]([O:14][CH3:15])=[O:13])[CH:11]=1.O=P(Cl)(Cl)[Cl:18].P(Cl)(Cl)(Cl)(Cl)Cl>>[Cl:18][C:7]1[O:8][C:4]2[C:5](=[C:10]([C:12]([O:14][CH3:15])=[O:13])[CH:11]=[C:2]([Cl:1])[CH:3]=2)[N:6]=1. Reported procedure: A mixture of the product from Step A (2.00 g, 8.20 mmol), POCl3 (1.26 g, 8.21 mmol), and PCl5 (1.71 g, 8.21 mmol) was heated to 125° C. for 2.5 hours. The reaction mixture was dried under high vacuum for 24 hours to afford methyl 2,6-dichlorobenzoxazole-4-carboxylate (2.00 g, 99%) as a brown solid: 1H NMR (300 MHz, CDCl3) δ 8.04 (d, J=2.0 Hz, 1H), 7.72 (d, J=2.0 Hz, 1H), 4.04 (s, 3H); MS (ESI+) m/z 247 (M+H). Reactants: CC(C)(C)[Si](C)(C)Cl, CC(O)CCO, CN(C)C=O, c1c[nH]cn1. Product: CC(O)CCO[Si](C)(C)C(C)(C)C. RXN SMILES: [C:12]([CH3:13])([CH3:14])([CH3:15])[Si:16]([CH3:17])([CH3:18])[Cl:19].[CH2:1]([CH2:2][CH:3]([CH3:4])[OH:5])[OH:6].[CH3:20][N:21]([CH3:22])[CH:23]=[O:24].[nH:7]1[cH:8][cH:9][n:10][cH:11]1>>[CH2:1]([CH2:2][CH:3]([CH3:4])[OH:5])[O:6][Si:16]([C:12]([CH3:13])([CH3:14])[CH3:15])([CH3:17])[CH3:18]. Starting materials: CN1CCCC1=O, CCN(C(C)C)C(C)C, O=c1ccc2ccc(OCCCCl)cc2o1, [I-], [Na+], NCC1COc2ccccc2O1. The product is O=c1ccc2ccc(OCCCNCC3COc4ccccc4O3)cc2o1. Reaction SMILES: [CH3:40][N:41]1[CH2:42][CH2:43][CH2:44][C:45]1=[O:46].[CH:29]([N:30]([CH:31]([CH3:32])[CH3:33])[CH2:34][CH3:35])([CH3:36])[CH3:37].[Cl:13][CH2:14][CH2:15][CH2:16][O:17][c:18]1[cH:19][cH:20][c:21]2[cH:22][cH:23][c:24](=[O:28])[o:25][c:26]2[cH:27]1.[I-:39].[Na+:38].[O:1]1[CH:2]([CH2:11][NH2:12])[CH2:3][O:4][c:5]2[c:6]1[cH:7][cH:8][cH:9][cH:10]2>>[O:1]1[CH:2]([CH2:11][NH:12][CH2:14][CH2:15][CH2:16][O:17][c:18]2[cH:19][cH:20][c:21]3[cH:22][cH:23][c:24](=[O:28])[o:25][c:26]3[cH:27]2)[CH2:3][O:4][c:5]2[c:6]1[cH:7][cH:8][cH:9][cH:10]2. As a reaction SMILES: [CH2:17]([c:18]1[cH:19][cH:20][cH:21][cH:22][cH:23]1)[N:24]([CH:25]1[CH2:26][c:27]2[c:28]([Br:35])[cH:29][cH:30][cH:31][c:32]2[CH2:33][CH2:34]1)[CH2:36][c:37]1[cH:38][cH:39][cH:40][cH:41][cH:42]1.[CH3:1][c:2]1[n:3][nH:4][c:5]([CH3:16])[c:6]1[B:7]1[O:8][C:9]([CH3:10])([CH3:11])[C:12]([CH3:13])([CH3:14])[O:15]1>>[CH3:1][c:2]1[n:3][nH:4][c:5]([CH3:16])[c:6]1-[c:28]1[c:27]2[c:32]([cH:31][cH:30][cH:29]1)[CH2:33][CH2:34][CH:25]([N:24]([CH2:17][c:18]1[cH:19][cH:20][cH:21][cH:22][cH:23]1)[CH2:36][c:37]1[cH:38][cH:39][cH:40][cH:41][cH:42]1)[CH2:26]2. Reactants: Brc1cccc2c1CC(N(Cc1ccccc1)Cc1ccccc1)CC2, Cc1n[nH]c(C)c1B1OC(C)(C)C(C)(C)O1. Yields the product Cc1n[nH]c(C)c1-c1cccc2c1CC(N(Cc1ccccc1)Cc1ccccc1)CC2. The reactants are ClCCCCC(=O)Cl (5-Chloropentanoyl chloride), C(C)(=O)OC(CNC(=O)C1=C(C(=C(C(=C1I)N)I)C(=O)NCC(COC(C)=O)OC(C)=O)I)COC(C)=O (N,N'-bis[2,3-bis(acetyloxy)propyl]-5-amino-2,4,6-triiodo-1,3-benzenedicarboxamide). Solvent: N,N'-dimethylacetamide. Conditions: time 1 hour. Product: C(C)(=O)OC(CNC(=O)C1=C(C(=C(C(=C1I)NC(CCCCCl)=O)I)C(=O)NCC(COC(C)=O)OC(C)=O)I)COC(C)=O (N,N'-bis[2,3-bis(acetyloxy)propyl]-5-[(5-chloro-1-oxopentyl)amino]-2,4,6-triiodo-1,3-benzenedicarboxamide). Yield: 97.0%. RXN SMILES: [Cl:1][CH2:2][CH2:3][CH2:4][CH2:5][C:6](Cl)=[O:7].[C:9]([O:12][CH:13]([CH2:42][O:43][C:44](=[O:46])[CH3:45])[CH2:14][NH:15][C:16]([C:18]1[C:23]([I:24])=[C:22]([NH2:25])[C:21]([I:26])=[C:20]([C:27]([NH:29][CH2:30][CH:31]([O:37][C:38](=[O:40])[CH3:39])[CH2:32][O:33][C:34](=[O:36])[CH3:35])=[O:28])[C:19]=1[I:41])=[O:17])(=[O:11])[CH3:10]>>[C:9]([O:12][CH:13]([CH2:42][O:43][C:44](=[O:46])[CH3:45])[CH2:14][NH:15][C:16]([C:18]1[C:23]([I:24])=[C:22]([NH:25][C:6](=[O:7])[CH2:5][CH2:4][CH2:3][CH2:2][Cl:1])[C:21]([I:26])=[C:20]([C:27]([NH:29][CH2:30][CH:31]([O:37][C:38](=[O:40])[CH3:39])[CH2:32][O:33][C:34](=[O:36])[CH3:35])=[O:28])[C:19]=1[I:41])=[O:17])(=[O:11])[CH3:10]. Procedure details: 5-Chloropentanoyl chloride (5.1 g, 33 mmol) was added dropwise to a stirred solution of N,N'-bis[2,3-bis(acetyloxy)propyl]-5-amino-2,4,6-triiodo-1,3-benzenedicarboxamide (20.5 g, 23 mmol) in N,N'-dimethylacetamide (75 ml) at 0°-5°. The reaction mixture was stirred at 5° for 1 hour, and then at room temperature for 30 hours. The solvent was removed in vacuo and the residue was dissolved in ethyl acetate (250 ml). The solution was washed with water (2×50 ml), followed by saturated aqueous NaCl (50... Reactants: O=CNc1cc(C(=O)N2CCN(C(=O)C=Cc3ccccc3)CC2Cc2c[nH]c3ccccc23)cc(C(F)(F)F)c1, CO, Cl. The product is Nc1cc(C(=O)N2CCN(C(=O)C=Cc3ccccc3)CC2Cc2c[nH]c3ccccc23)cc(C(F)(F)F)c1, Cl. RXN SMILES: [C:1]([CH:2]=[CH:3][c:4]1[cH:5][cH:6][cH:7][cH:8][cH:9]1)(=[O:10])[N:11]1[CH2:12][CH:13]([CH2:32][c:33]2[cH:34][nH:35][c:36]3[cH:37][cH:38][cH:39][cH:40][c:41]23)[N:14]([C:17]([c:18]2[cH:19][c:20]([NH:28][CH:29]=[O:30])[cH:21][c:22]([C:24]([F:25])([F:26])[F:27])[cH:23]2)=[O:31])[CH2:15][CH2:16]1.[CH3:43][OH:44].[ClH:42]>>[C:1]([CH:2]=[CH:3][c:4]1[cH:5][cH:6][cH:7][cH:8][cH:9]1)(=[O:10])[N:11]1[CH2:12][CH:13]([CH2:32][c:33]2[cH:34][nH:35][c:36]3[cH:37][cH:38][cH:39][cH:40][c:41]23)[N:14]([C:17]([c:18]2[cH:19][c:20]([NH2:28])[cH:21][c:22]([C:24]([F:25])([F:26])[F:27])[cH:23]2)=[O:31])[CH2:15][CH2:16]1.[ClH:42].